From a dataset of the Open Reaction Database (ORD), a public repository of structured organic reaction records. describe an organic reaction: reactants, conditions, products, and yield Starting materials: [OH-].[Na+] (Sodium hydroxide), O (water), C1(=CC=CC=C1)OC(N(C)CC[C@@H](C=1SC=CC1)OC1=CC=CC2=CC=CC=C12)=O ((S)-N-Methyl-[3-(naphthalen-1-yloxy)-3-thiophen-2-yl-propyl]-carbamic acid phenyl ester), O (water). Solvent: CS(=O)C (DMSO). Conditions: temperature 115 celsius. Yields the product CNCC[C@@H](C1=CC=CS1)OC=2C=CC=C3C2C=CC=C3 (duloxetine). Isolated yield 92.0%. RXN SMILES: [OH-].[Na+].O.C1(O[C:11](=O)[N:12]([CH2:14][CH2:15][C@H:16]([O:22][C:23]2[C:32]3[C:27](=[CH:28][CH:29]=[CH:30][CH:31]=3)[CH:26]=[CH:25][CH:24]=2)[C:17]2[S:18][CH:19]=[CH:20][CH:21]=2)C)C=CC=CC=1>CS(C)=O>[CH3:11][NH:12][CH2:14][CH2:15][C@H:16]([O:22][C:23]1[CH:24]=[CH:25][CH:26]=[C:27]2[CH:28]=[CH:29][CH:30]=[CH:31][C:32]=12)[C:17]1[S:18][CH:19]=[CH:20][CH:21]=1 |f:0.1|. Procedure: Sodium hydroxide (19 g) and water (25 mL) were added to a solution of (S)-N-Methyl-[3-(naphthalen-1-yloxy)-3-thiophen-2-yl-propyl]-carbamic acid phenyl ester (64.8 g) dissolved in DMSO (250 mL). The mixture was heated at 115° C. for 6 hours, cooled to ambient temperature, and water (200 mL) was added. The mixture was then extracted with toluene (2×200 mL) and the organic layers were combined. The organic layers were then washed with brine (100 mL), dried over sodium sulfate, filtered and concent... The reactants are Cl.ClC1=CC=CC(=N1)C1(CCC1)C(=O)O (1-(6-Chloropyridin-2-yl)cyclobutanecarboxylic acid hydrochloride), COC1=CC=C(C=C1)CCN (2-(4-Methoxyphenyl)ethanamine), Cl.C(C)N=C=NCCCN(C)C (1-ethyl-3-(3-dimethylaminopropyl) carbodiimide hydrochloride). Reagents/catalysts: CN(C1=CC=NC=C1)C (4-dimethylaminopyridine). Solvent: ClCCl (dichloromethane). Conditions: time 30 minute. Product: COC1=CC=C(C=C1)CCNC(=O)C1(CCC1)C1=NC=CC=C1 (N-[2-(4-methoxyphenyl)ethyl]-1-(pyridin-2-yl)cyclobutanecarboxamide). Reaction SMILES: Cl.Cl[C:3]1[N:8]=[C:7]([C:9]2([C:13]([OH:15])=O)[CH2:12][CH2:11][CH2:10]2)[CH:6]=[CH:5][CH:4]=1.[CH3:16][O:17][C:18]1[CH:23]=[CH:22][C:21]([CH2:24][CH2:25][NH2:26])=[CH:20][CH:19]=1.Cl.C(N=C=NCCCN(C)C)C>ClCCl.CN(C)C1C=CN=CC=1>[CH3:16][O:17][C:18]1[CH:23]=[CH:22][C:21]([CH2:24][CH2:25][NH:26][C:13]([C:9]2([C:7]3[CH:6]=[CH:5][CH:4]=[CH:3][N:8]=3)[CH2:10][CH2:11][CH2:12]2)=[O:15])=[CH:20][CH:19]=1 |f:0.1,3.4|. Reported procedure: 1-(6-Chloropyridin-2-yl)cyclobutanecarboxylic acid hydrochloride (2.6 g, 10.48 mmol) was suspended in dichloromethane (30 ml). 2-(4-Methoxyphenyl)ethanamine (1.743 g, 11.53 mmol) and 4-dimethylaminopyridine (2.56 g, 20.96 mmol) were added and stirring at room temperature was continued for 30 min. The reaction mixture was cooled to 0° C. and 1-ethyl-3-(3-dimethylaminopropyl) carbodiimide hydrochloride (2.21 g, 11.53 mmol) was added in small portions. The reaction mixture was allowed to warm to ro... Reactants: CO, COC(=O)c1ccc(-c2nc3cc([N+](=O)[O-])ccc3[nH]2)cc1, [Na+], [OH-]. Product: O=C(O)c1ccc(-c2nc3cc([N+](=O)[O-])ccc3[nH]2)cc1. As a reaction SMILES: [CH3:25][OH:26].[N+:3](=[O:4])([O-:5])[c:6]1[cH:7][c:8]2[c:9]([nH:10][c:11](-[c:13]3[cH:14][cH:15][c:16]([C:17](=[O:18])[O:19][CH3:20])[cH:21][cH:22]3)[n:12]2)[cH:23][cH:24]1.[Na+:2].[OH-:1]>>[N+:3](=[O:4])([O-:5])[c:6]1[cH:7][c:8]2[c:9]([nH:10][c:11](-[c:13]3[cH:14][cH:15][c:16]([C:17](=[O:18])[OH:19])[cH:21][cH:22]3)[n:12]2)[cH:23][cH:24]1. The reactants are C=1C=CC2=C(C1)N=NN2O (HOBt), C([O-])(O)=O.[Na+] (sodium bicarbonate), C(C)(C)(C)OC(=O)N1C[C@@H](C[C@@H](C1)N(CC(C)C)C(=O)C1=NC2=C(N1CCCCOC)C=CC=C2)C(=O)O ((3R,5S)-1-(tert-Butoxycarbonyl)-5-[{[1-(4-methoxybutyl)-1H-benzimidazol-2-yl]carbonyl}(2-methylpropyl)amino]piperidine-3-carboxylic acid), N1CCCC1 (pyrrolidine), CCN=C=NCCCN(C)C (WSC). The solvent is CN(C)C=O (DMF). Run at temperature 50 celsius, time 12 hour. Yields the product COCCCCN1C(=NC2=C1C=CC=C2)C(=O)N([C@@H]2CN(C[C@@H](C2)C(=O)N2CCCC2)C(=O)OC(C)(C)C)CC(C)C (tert-butyl (3S,5R)-3-[{[1-(4-methoxybutyl)-1H-benzimidazol-2-yl]carbonyl}(2-methylpropyl)amino]-5-(pyrrolidin-1-ylcarbonyl)piperidine-1-carboxylate). Yield: 95.4%. Reaction SMILES: [C:1]([O:5][C:6]([N:8]1[CH2:13][C@@H:12]([N:14]([C:19]([C:21]2[N:25]([CH2:26][CH2:27][CH2:28][CH2:29][O:30][CH3:31])[C:24]3[CH:32]=[CH:33][CH:34]=[CH:35][C:23]=3[N:22]=2)=[O:20])[CH2:15][CH:16]([CH3:18])[CH3:17])[CH2:11][C@@H:10]([C:36]([OH:38])=O)[CH2:9]1)=[O:7])([CH3:4])([CH3:3])[CH3:2].[NH:39]1[CH2:43][CH2:42][CH2:41][CH2:40]1.CCN=C=NCCCN(C)C.C1C=CC2N(O)N=NC=2C=1.C(=O)(O)[O-].[Na+]>CN(C=O)C>[CH3:31][O:30][CH2:29][CH2:28][CH2:27][CH2:26][N:25]1[C:24]2[CH:32]=[CH:33][CH:34]=[CH:35][C:23]=2[N:22]=[C:21]1[C:19]([N:14]([CH2:15][CH:16]([CH3:18])[CH3:17])[C@H:12]1[CH2:11][C@@H:10]([C:36]([N:39]2[CH2:43][CH2:42][CH2:41][CH2:40]2)=[O:38])[CH2:9][N:8]([C:6]([O:5][C:1]([CH3:4])([CH3:2])[CH3:3])=[O:7])[CH2:13]1)=[O:20] |f:4.5|. Procedure details: (3R,5S)-1-(tert-Butoxycarbonyl)-5-[{[1-(4-methoxybutyl)-1H-benzimidazol-2-yl]carbonyl}(2-methylpropyl)amino]piperidine-3-carboxylic acid (400 mg) and pyrrolidine (59 mg) were dissolved in DMF (10 ml), WSC.HCL (217 mg) and HOBt (150 mg) were added, and the mixture was stirred at 50° C. for 12 hr. The reaction mixture was poured into 10% aqueous sodium bicarbonate, and the mixture was extracted with ethyl acetate. The extracts were combined and washed with brine and dried over anhydrous sodium sul... Starting materials: C(C(C)(C)C)(=O)OC[C@H]([C@H](\C=C\C)C1=CC=C(C=C1)C(F)(F)F)C(=O)OC(C)(C)C ((2S,3S,E)-2-(tert-Butoxycarbonyl)-3-(4-(trifluoromethyl)phenyl)hex-4-enyl pivalate), CO (MeOH), C(Cl)Cl (CH2Cl2), [BH4-].[Na+] (Sodium borohydride). Reaction conditions: time 2 hour. Yields the product C(C(C)(C)C)(=O)OC[C@H]([C@H](CO)C1=CC=C(C=C1)C(F)(F)F)C(=O)OC(C)(C)C ((2S,3S)-2-(tert-butoxycarbonyl)-4-hydroxy-3-(4-(trifluoromethyl)phenyl)butyl pivalate). Isolated yield 100.0%. As a reaction SMILES: [C:1]([O:7][CH2:8][C@@H:9]([C:24]([O:26][C:27]([CH3:30])([CH3:29])[CH3:28])=[O:25])[C@@H:10]([C:14]1[CH:19]=[CH:18][C:17]([C:20]([F:23])([F:22])[F:21])=[CH:16][CH:15]=1)/[CH:11]=C/C)(=[O:6])[C:2]([CH3:5])([CH3:4])[CH3:3].C(Cl)Cl.[BH4-].[Na+].C[OH:37]>>[C:1]([O:7][CH2:8][C@@H:9]([C:24]([O:26][C:27]([CH3:28])([CH3:30])[CH3:29])=[O:25])[C@@H:10]([C:14]1[CH:15]=[CH:16][C:17]([C:20]([F:22])([F:21])[F:23])=[CH:18][CH:19]=1)[CH2:11][OH:37])(=[O:6])[C:2]([CH3:4])([CH3:3])[CH3:5] |f:2.3|. Procedure details: (2S,3S,E)-2-(tert-Butoxycarbonyl)-3-(4-(trifluoromethyl)phenyl)hex-4-enyl pivalate (1.8 g, 4.1 mmol) was taken up in 40 mL of 1:1 MeOH:CH2Cl2 and chilled to −78° C. Ozone was bubbled through the mixture until a blue color persisted. Nitrogen was then bubbled through the mixture for 15 minutes. Sodium borohydride (0.77 g, 20 mmol) was added, and the mixture was warmed to room temperature. The mixture was stirred for 2 hours. The mixture was quenched with 40 mL of aqueous NH4Cl. After 30 minutes, ... Reactants: S=C(n1ccnc1)n1ccnc1, ClCCl, NCCCNc1ccccc1. Product: S=C1NCCCN1c1ccccc1. As a reaction SMILES: [C:12](=[S:13])([n:14]1[cH:15][cH:16][n:17][cH:18]1)[n:19]1[cH:20][cH:21][n:22][cH:23]1.[Cl:24][CH2:25][Cl:26].[c:1]1([NH:7][CH2:8][CH2:9][CH2:10][NH2:11])[cH:2][cH:3][cH:4][cH:5][cH:6]1>>[c:1]1([N:7]2[CH2:8][CH2:9][CH2:10][NH:11][C:12]2=[S:13])[cH:2][cH:3][cH:4][cH:5][cH:6]1.